Task: describe an organic reaction: reactants, conditions, products, and yield. Dataset: the Open Reaction Database (ORD), a public repository of structured organic reaction records The reactants are NC1=CC=2N=CN=C(C2C=N1)SC (7-amino-4-methylthiopyrido[4,3-d]pyrimidine), CN(C=1C=C(CN)C=CC1)C (3-dimethylamino-benzylamine). Run in C(C)(C)O (isopropanol). Yields the product NC1=CC=2N=CN=C(C2C=N1)NCC1=CC(=CC=C1)N(C)C (7-amino-4-(3-dimethylaminobenzylamino)pyrido[4,3-d]pyrimidine). Yield: 40.0%. As a reaction SMILES: [NH2:1][C:2]1[N:11]=[CH:10][C:9]2[C:8](SC)=[N:7][CH:6]=[N:5][C:4]=2[CH:3]=1.[CH3:14][N:15]([CH3:24])[C:16]1[CH:17]=[C:18]([CH:21]=[CH:22][CH:23]=1)[CH2:19][NH2:20]>C(O)(C)C>[NH2:1][C:2]1[N:11]=[CH:10][C:9]2[C:8]([NH:20][CH2:19][C:18]3[CH:21]=[CH:22][CH:23]=[C:16]([N:15]([CH3:24])[CH3:14])[CH:17]=3)=[N:7][CH:6]=[N:5][C:4]=2[CH:3]=1. Procedure details: A mixture of 7-amino-4-methylthiopyrido[4,3-d]pyrimidine (236 mg, 1.23 mmol) (described in a previous experimental) and 3-dimethylamino-benzylamine (1.36 g, 9.07 mmol) in isopropanol (5 mL) is stirred under N2 at reflux for 1 h, and the resulting product is chromatographed on silica gel (10-15% EtOH/EtOAc), then on alumina (1% EtOH/CHCl3) to give 7-amino-4-(3-dimethylaminobenzylamino)pyrido[4,3-d]pyrimidine (145 mg, 40%) as a white solid. 1H NMR (DMSO) δ 9.11 (1H, s), 8.79 (1H, t, J=5.9 Hz), 8.2...